Dataset: the Open Reaction Database (ORD), a public repository of structured organic reaction records. Task: describe an organic reaction: reactants, conditions, products, and yield Starting materials: C(C)(=O)C1=C(C(=C(OCC=2C=C(C(=O)NC3=CC(=CC=C3)C#N)C=CC2)C=C1)CCC)O (3-(4-acetyl-3-hydroxy-2-propyl-phenoxymethyl)-N-(3-cyano-phenyl)-benzamide), [N-]=[N+]=[N-].[Na+] (sodium azide), [Cl-].[NH4+] (ammonium chloride). Run in CN(C=O)C (dimethylformamide), O (water). Product: C(C)(=O)C1=C(C(=C(OCC=2C=C(C(=O)NC3=CC(=CC=C3)C=3N=NNN3)C=CC2)C=C1)CCC)O (3-(4-acetyl-3-hydroxy-2-propyl-phenoxymethyl)-N-[3-(2H-tetrazol-5-yl)-phenyl]-benzamide). As a reaction SMILES: [C:1]([C:4]1[CH:28]=[CH:27][C:7]([O:8][CH2:9][C:10]2[CH:11]=[C:12]([CH:24]=[CH:25][CH:26]=2)[C:13]([NH:15][C:16]2[CH:21]=[CH:20][CH:19]=[C:18]([C:22]#[N:23])[CH:17]=2)=[O:14])=[C:6]([CH2:29][CH2:30][CH3:31])[C:5]=1[OH:32])(=[O:3])[CH3:2].[N-:33]=[N+:34]=[N-:35].[Na+].[Cl-].[NH4+]>CN(C)C=O.O>[C:1]([C:4]1[CH:28]=[CH:27][C:7]([O:8][CH2:9][C:10]2[CH:11]=[C:12]([CH:24]=[CH:25][CH:26]=2)[C:13]([NH:15][C:16]2[CH:21]=[CH:20][CH:19]=[C:18]([C:22]3[N:33]=[N:34][NH:35][N:23]=3)[CH:17]=2)=[O:14])=[C:6]([CH2:29][CH2:30][CH3:31])[C:5]=1[OH:32])(=[O:3])[CH3:2] |f:1.2,3.4|. Procedure details: Heat a mixture of 3-(4-acetyl-3-hydroxy-2-propyl-phenoxymethyl)-N-(3-cyano-phenyl)-benzamide, sodium azide (1.12 g, 17.3 mmol), and ammonium chloride in dimethylformamide at 110 C for 24 hours. Cool to room temperature and dilute with water. Filter and wash several times with water. Dry filtered material and dissolve in hot acetone. Purify the resulting solution via chromatography, eluting with hexanes:acetone with 1% acetic acid to afford the title compound. 1H NMR (DMSO-d6) δ 0.88 (t, 3H), 1.5... Starting materials: [OH-].[Na+] (sodium hydroxide), Cl (hydrochloric acid), FC1=C(C=C(C=C1)F)C1(N(CCC1)C(=O)OC(C)(C)C)O (tert-butyl 2-(2,5-difluorophenyl)-2-hydroxypyrrolidine-1-carboxylate), solution. Run in CO (methanol). Reaction conditions: temperature 70 celsius. Yields the product FC1=C(C=C(C=C1)F)C=1CCCN1 (5-(2,5-difluorophenyl)-3,4-dihydro-2H-pyrrole). Reaction SMILES: Cl.[F:2][C:3]1[CH:8]=[CH:7][C:6]([F:9])=[CH:5][C:4]=1[C:10]1(O)[CH2:14][CH2:13][CH2:12][N:11]1C(OC(C)(C)C)=O.[OH-].[Na+]>CO>[F:2][C:3]1[CH:8]=[CH:7][C:6]([F:9])=[CH:5][C:4]=1[C:10]1[CH2:14][CH2:13][CH2:12][N:11]=1 |f:2.3|. Procedure: In step 6A-2, concentrated hydrochloric acid (23 mL, 260 mmol) was added to a solution of tert-butyl 2-(2,5-difluorophenyl)-2-hydroxypyrrolidine-1-carboxylate (6-3) (15.6 g, 52 mmol) in methanol. The reaction mixture was heated to 70° C. while stirring and was then stirred at 70° C. for 6 hours. The reaction mixture was cooled to room temperature and neutralized with a 7.5 M solution of sodium hydroxide (35 mL, 263 mmol). The methanol was removed and the resulting slurry was reconstituted with e... The reactants are CS(C)=O, ClCCl, CCc1c(C(=O)NNC(=O)C(O)c2cc(F)cc(F)c2)ccc(OCc2ccccc2)c1C, [Na+], [Na+], O=S([O-])([O-])=S. The product is CCc1c(C(=O)NNC(=O)C(=O)c2cc(F)cc(F)c2)ccc(OCc2ccccc2)c1C. Reaction SMILES: [CH3:44][S:45](=[O:46])[CH3:47].[Cl:34][CH2:35][Cl:36].[F:1][c:2]1[cH:3][c:4]([CH:9]([C:10](=[O:11])[NH:12][NH:13][C:14]([c:15]2[c:16]([CH2:30][CH3:31])[c:17]([CH3:29])[c:18]([O:21][CH2:22][c:23]3[cH:24][cH:25][cH:26][cH:27][cH:28]3)[cH:19][cH:20]2)=[O:32])[OH:33])[cH:5][c:6]([F:8])[cH:7]1.[Na+:37].[Na+:38].[O-:39][S:40]([O-:41])(=[S:42])=[O:43]>>[F:1][c:2]1[cH:3][c:4]([C:9]([C:10](=[O:11])[NH:12][NH:13][C:14]([c:15]2[c:16]([CH2:30][CH3:31])[c:17]([CH3:29])[c:18]([O:21][CH2:22][c:23]3[cH:24][cH:25][cH:26][cH:27][cH:28]3)[cH:19][cH:20]2)=[O:32])=[O:33])[cH:5][c:6]([F:8])[cH:7]1. The reactants are NC(=S)NCCCC(=O)OC (methyl 4-[(aminocarbothioyl)amino]butanoate), OC1=NN=C(O1)C=1C=C(C=CC1)NC(=S)N (N-[3-(5-hydroxy-1,3,4-oxadiazol-2-yl)phenyl]thiourea), OC1=NN=C(O1)C=1C=C(C=CC1)NC(=S)N (N-[3-(5-hydroxy-1,3,4-oxadiazol-2-yl)phenyl]thiourea), TEA, CCO.CC(=O)C (EtOH Acetone). Conditions: time 5 hour. Yields the product C(C)(=O)NC=1SC(=C(N1)C)C=1N=C(SC1)NCCCC(=O)OC (Methyl 4-{[2′-(acetylamino)-4′-methyl-4,5′-bi-1,3-thiazol-2-yl]amino}butanoate). As a reaction SMILES: [NH2:1][C:2]([NH:4][CH2:5][CH2:6][CH2:7][C:8]([O:10][CH3:11])=[O:9])=[S:3].OC1OC(C2[CH:19]=[C:20]([NH:24][C:25]([NH2:27])=[S:26])[CH:21]=[CH:22][CH:23]=2)=NN=1.[CH3:28][CH2:29][OH:30].CC(C)=O>>[C:29]([NH:27][C:25]1[S:26][C:21]([C:22]2[N:1]=[C:2]([NH:4][CH2:5][CH2:6][CH2:7][C:8]([O:10][CH3:11])=[O:9])[S:3][CH:23]=2)=[C:20]([CH3:19])[N:24]=1)(=[O:30])[CH3:28] |f:2.3|. Procedure details: According to the general procedure 1, methyl 4-[(aminocarbothioyl)amino]butanoate (prepared from methyl 3-aminobutanoate, hydrochloride salt (Fluka), following procedure D) is added to a solution of N-[5-(bromoacetyl)-4-methyl-1,3-thiazol-2-yl]acetamide, hydrobromide salt (Intermediate 1) and TEA (3 eq) in EtOH/Acetone 2:1 mixture. The mixture is stirred for 5 hours at RT. The solvents are evaporated and the desired product is suspended in water, filtrated and dried under vacuo. Methyl 4-{[2′-(a... The reactants are C1=CCN(Cc2ccccc2)CC1, [I-], [I-], C=[N+]=[N-], [Zn+2]. The product is c1ccc(CN2CCC3CC3C2)cc1. Reaction SMILES: [CH2:1]([c:2]1[cH:3][cH:4][cH:5][cH:6][cH:7]1)[N:8]1[CH2:9][CH:10]=[CH:11][CH2:12][CH2:13]1.[I-:17].[I-:19].[N+:14](=[N-:15])=[CH2:16].[Zn+2:18]>>[CH2:1]([c:2]1[cH:3][cH:4][cH:5][cH:6][cH:7]1)[N:8]1[CH2:9][CH:10]2[CH:11]([CH2:12][CH2:13]1)[CH2:16]2. Reported procedure: 1,2-Dibromoethane (0.5 ml) was added to a refluxing slurry of magnesium chips (12 gm) in tetrahydrofuran (60 ml) to initiate a Grignard reaction. N-Methyl-4-chloropiperidine (55 ml) in tetrahydrofuran (100 ml) was added rapidly. The mixture was refluxed for 1 hour, during which a white precipitate formed. A solution of 9-bromo-1,2-dihydrobenzo[b]pyrrolo[3,2,1-jk][1,4]benzodiazepine (30 gm) in tetrahydrofuran (150 ml) was added at 0° C. After one hour of stirring, the mixture was poured into cold... Run at time 1 hour. The reactants are CN1CCC(CC1)Cl (N-Methyl-4-chloropiperidine), BrC1=CC2=C(N3C4=C(C=N2)C=CC=C4CC3)C=C1 (9-bromo-1,2-dihydrobenzo[b]pyrrolo[3,2,1-jk][1,4]benzodiazepine), [Cl-].[NH4+] (ammonium chloride), BrCCBr (1,2-Dibromoethane), [Mg] (magnesium). Run in O1CCCC1 (tetrahydrofuran), O1CCCC1 (tetrahydrofuran), O1CCCC1 (tetrahydrofuran). Reaction SMILES: BrCCBr.[Mg].[CH3:6][N:7]1[CH2:12][CH2:11][CH:10](Cl)[CH2:9][CH2:8]1.[Br:14][C:15]1[CH:31]=[CH:30][C:18]2[N:19]3[CH2:29][CH2:28][C:27]4[C:20]3=[C:21]([CH:24]=[CH:25][CH:26]=4)[CH:22]=[N:23][C:17]=2[CH:16]=1.[Cl-].[NH4+]>O1CCCC1>[Br:14][C:15]1[CH:31]=[CH:30][C:18]2[N:19]3[CH2:29][CH2:28][C:27]4[C:20]3=[C:21]([CH:24]=[CH:25][CH:26]=4)[CH:22]([CH:10]3[CH2:11][CH2:12][N:7]([CH3:6])[CH2:8][CH2:9]3)[NH:23][C:17]=2[CH:16]=1 |f:4.5|. Product: BrC1=CC2=C(N3C4=C(C(N2)C2CCN(CC2)C)C=CC=C4CC3)C=C1 (9-Bromo-6-(1-methylpiperidin-4-yl)-1,2,6,7-tetrahydrobenzo[b]pyrrolo[3,2,1-jk][1,4]benzodiazepine).